Dataset: the Open Reaction Database (ORD), a public repository of structured organic reaction records. Task: describe an organic reaction: reactants, conditions, products, and yield Reactants: Fc1ccccc1CBr, CC(C)N1CC(Nc2ccc(C#N)c(Cl)c2)CC1=O, [H-], [Na+], CN(C)C=O. The product is CC(C)N1CC(N(Cc2ccccc2F)c2ccc(C#N)c(Cl)c2)CC1=O. RXN SMILES: [Br:22][CH2:23][c:24]1[c:25]([F:30])[cH:26][cH:27][cH:28][cH:29]1.[Cl:3][c:4]1[c:5]([C:6]#[N:7])[cH:8][cH:9][c:10]([NH:12][CH:13]2[CH2:14][N:15]([CH:19]([CH3:20])[CH3:21])[C:16](=[O:18])[CH2:17]2)[cH:11]1.[H-:2].[Na+:1].[O:31]=[CH:32][N:33]([CH3:34])[CH3:35]>>[Cl:3][c:4]1[c:5]([C:6]#[N:7])[cH:8][cH:9][c:10]([N:12]([CH:13]2[CH2:14][N:15]([CH:19]([CH3:20])[CH3:21])[C:16](=[O:18])[CH2:17]2)[CH2:23][c:24]2[c:25]([F:30])[cH:26][cH:27][cH:28][cH:29]2)[cH:11]1.